Dataset: the Open Reaction Database (ORD), a public repository of structured organic reaction records. Task: describe an organic reaction: reactants, conditions, products, and yield Reactants: FC(C(=O)NCC=1C(=CC(=C(C(=O)N=C=O)C1)Cl)F)(F)F (5-((2,2,2-trifluoroacetamido)methyl)-2-chloro-4-fluorobenzoyl isocyanate), ClC1=CC=C(C=C1)NNC(=O)OC(C)(C)C (tert-butyl 2-(4-chlorophenyl)hydrazinecarboxylate), FC(C(=O)O)(F)F (trifluoro acetic acid). Run in C(Cl)Cl (DCM). Product: ClC1=CC(=C(CNC(C(F)(F)F)=O)C=C1C1=NN(C(N1)=O)C1=CC=C(C=C1)Cl)F (N-(4-chloro-5-(1-(4-chlorophenyl)-4,5-dihydro-5-oxo-1H-1,2,4-triazol-3-yl)-2-fluorobenzyl)-2,2,2-trifluoroacetamide). The yield is 45.2%. As a reaction SMILES: [F:1][C:2]([F:21])([F:20])[C:3]([NH:5][CH2:6][C:7]1[C:8]([F:19])=[CH:9][C:10]([Cl:18])=[C:11]([CH:17]=1)[C:12]([N:14]=[C:15]=[O:16])=O)=[O:4].[Cl:22][C:23]1[CH:28]=[CH:27][C:26]([NH:29][NH:30]C(OC(C)(C)C)=O)=[CH:25][CH:24]=1.FC(F)(F)C(O)=O>C(Cl)Cl>[Cl:18][C:10]1[C:11]([C:12]2[NH:14][C:15](=[O:16])[N:29]([C:26]3[CH:27]=[CH:28][C:23]([Cl:22])=[CH:24][CH:25]=3)[N:30]=2)=[CH:17][C:7]([CH2:6][NH:5][C:3](=[O:4])[C:2]([F:21])([F:20])[F:1])=[C:8]([F:19])[CH:9]=1. Reported procedure: The title compound was prepared according to the procedure described in Example-83 by using 5-((2,2,2-trifluoroacetamido)methyl)-2-chloro-4-fluorobenzoyl isocyanate (Intermediate-69, 0.400 g), tert-butyl 2-(4-chlorophenyl)hydrazinecarboxylate (Intermediate-62, 0.400 g), DCM (20 mL) and trifluoro acetic acid (5.0 mL) to afford 0.250 g of the desired product. The reactants are C(=O)C1=C(C=CC=C1)CC(=O)O (2-formylphenylacetic acid), C1(=CC=C(C=C1)S(=O)(=O)O)C (p-toluenesulfonic acid). Solvent: CO (methanol). Product: C(=O)C1=C(C=CC=C1)CC(=O)OC (methyl 2-formylphenylacetate). Yield: 18652.0%. As a reaction SMILES: [CH:1]([C:3]1[CH:8]=[CH:7][CH:6]=[CH:5][C:4]=1[CH2:9][C:10]([OH:12])=[O:11])=[O:2].[C:13]1(C)C=CC(S(O)(=O)=O)=CC=1>CO>[CH:1]([C:3]1[CH:8]=[CH:7][CH:6]=[CH:5][C:4]=1[CH2:9][C:10]([O:12][CH3:13])=[O:11])=[O:2]. Procedure: 24.0 g (0.15 mole) of 2-formylphenylacetic acid and 0.1 g of p-toluenesulfonic acid in 250 ml of methanol are refluxed for 2 hours. Thereafter, the solution is evaporated down, the residue is taken up in diethyl ether and the solution is washed with dilute HCl. The organic phase is separated off, dried over MgSO4 and evaporated down. The residue is purified by distillation (90° C., 0.4 mbar). 19.3 g (74%) of methyl 2-formylphenylacetate are obtained as a colorless liquid in this manner. The reactants are Cl (HCl), O.Cl.FC=1C=C(C=CC1F)NC(C1CCNCC1)C1=CC=C(C=C1)F (4-[[(3,4-difluorophenyl)amino](4-fluorophenyl)methyl]piperidine hydrochloride hydrate), BrCC1=CC2=CC=CC=C2C=C1 (2-bromomethylnaphthalene), C([O-])(O)=O.[Na+] (sodium bicarbonate). Run in C(C)O (ethanol). Run at time 20 hour. Product: Cl.Cl.FC=1C=C(C=CC1F)NC(C1CCN(CC1)CC1=CC2=CC=CC=C2C=C1)C1=CC=C(C=C1)F (N-(3,4-Difluorophenyl)-α-(4-fluorophenyl)-1-(2-naphthalenylmethyl)-4-piperidinemethanamine dihydrochloride). Yield: 76.5%. Reaction SMILES: O.[ClH:2].[F:3][C:4]1[CH:5]=[C:6]([NH:11][CH:12]([C:19]2[CH:24]=[CH:23][C:22]([F:25])=[CH:21][CH:20]=2)[CH:13]2[CH2:18][CH2:17][NH:16][CH2:15][CH2:14]2)[CH:7]=[CH:8][C:9]=1[F:10].Br[CH2:27][C:28]1[CH:37]=[CH:36][C:35]2[C:30](=[CH:31][CH:32]=[CH:33][CH:34]=2)[CH:29]=1.C(=O)(O)[O-].[Na+].Cl>C(O)C>[ClH:2].[ClH:2].[F:3][C:4]1[CH:5]=[C:6]([NH:11][CH:12]([C:19]2[CH:20]=[CH:21][C:22]([F:25])=[CH:23][CH:24]=2)[CH:13]2[CH2:18][CH2:17][N:16]([CH2:27][C:28]3[CH:37]=[CH:36][C:35]4[C:30](=[CH:31][CH:32]=[CH:33][CH:34]=4)[CH:29]=3)[CH2:15][CH2:14]2)[CH:7]=[CH:8][C:9]=1[F:10] |f:0.1.2,4.5,8.9.10|. Procedure: A mixture of 3.10 g (7.5 mmol) of 4-[[(3,4-difluorophenyl)amino](4-fluorophenyl)methyl]piperidine hydrochloride hydrate, 1.70 g (7.7 mmol) of 2-bromomethylnaphthalene and 5.1 g (60.7 mmol) of sodium bicarbonate in 200 mL of absolute ethanol was stirred at room temperature for 20 h. The solvent was removed in vacuo, and the residue was partitioned between methylene chloride and dilute NaOH. The organic phase was dried (Na2SO4), and the solvent was removed in vacuo. The residue was subjected to fl... Procedure details: 1,8-Diazabicyclo[5,4,0]undec-7-ene (0.65 g, 4.25 mmol) was added to a stirred suspension of 4-(aminomethyl)-2-(2,6-dioxo(3-piperidyl))isoindoline-1,3-dione hydrochloride (0.6 g, 1.85 mmol) in CH3CN (50 ml). After stirring for 20 min, propionyl chloride (0.2 g, 2.13 mmol) was added. The mixture was stirred at room temperature for 17 hours. Solvent was removed in vacuo and the residue was dissolved in CH2Cl2 (60 ml) and washed with 1N HCl (30 ml), H2O (30 ml), brine (30 ml) and dried (MgSO4). The ... Run in CC#N (CH3CN). Starting materials: N12CCCCCC2=NCCC1 (1,8-Diazabicyclo[5,4,0]undec-7-ene), Cl.NCC1=C2C(N(C(C2=CC=C1)=O)C1C(NC(CC1)=O)=O)=O (4-(aminomethyl)-2-(2,6-dioxo(3-piperidyl))isoindoline-1,3-dione hydrochloride), C(CC)(=O)Cl (propionyl chloride). Conditions: time 20 minute. Reaction SMILES: N12CCCN=C1CCCCC2.Cl.[NH2:13][CH2:14][C:15]1[CH:23]=[CH:22][CH:21]=[C:20]2[C:16]=1[C:17](=[O:33])[N:18]([CH:25]1[CH2:30][CH2:29][C:28](=[O:31])[NH:27][C:26]1=[O:32])[C:19]2=[O:24].[C:34](Cl)(=[O:37])[CH2:35][CH3:36]>CC#N>[O:32]=[C:26]1[CH:25]([N:18]2[C:17](=[O:33])[C:16]3[C:20](=[CH:21][CH:22]=[CH:23][C:15]=3[CH2:14][NH:13][C:34](=[O:37])[CH2:35][CH3:36])[C:19]2=[O:24])[CH2:30][CH2:29][C:28](=[O:31])[NH:27]1 |f:1.2|. Yields the product O=C1NC(CCC1N1C(C2=CC=CC(=C2C1=O)CNC(CC)=O)=O)=O (N-{[2-(2,6-Dioxo(3-piperidyl))-1,3-dioxoisoindolin-4-yl]methyl}propanamide). Starting materials: NC1=CC(CC(C1)C=1SC(=CC1)C)=O (1-amino-5-(5-methyl-2-thienyl)cyclohexen-3-one), [OH-].[K+] (potassium hydroxide), [OH-].[K+] (potassium hydroxide). Solvent: C(C)O (ethanol), C1(=CC=CC=C1)C (toluene). Reaction conditions: temperature 115 celsius. Product: CC1=CC=NC=2CC(CC(C12)=O)C=1SC(=CC1)C (4-methyl-7-(5-methyl-2-thienyl)-5,6,7,8-tetrahydroquinolin-5-one). Yield: 172.7%. As a reaction SMILES: [NH2:1][C:2]1[CH2:7][CH:6]([C:8]2[S:9][C:10]([CH3:13])=[CH:11][CH:12]=2)[CH2:5][C:4](=[O:14])[CH:3]=1.[OH-].[K+]>C(O)C.C1(C)C=CC=CC=1>[CH3:4][C:3]1[C:3]2[C:4](=[O:14])[CH2:5][CH:6]([C:8]3[S:9][C:10]([CH3:13])=[CH:11][CH:12]=3)[CH2:7][C:2]=2[N:1]=[CH:7][CH:2]=1 |f:1.2|. Procedure: In a mixture of ethanol (30 ml) and toluene (90 ml) was dissolved 1-amino-5-(5-methyl-2-thienyl)cyclohexen-3-one (1.66 g). To the solution were added 3-oxobutylaldehydedimethylacetal (2.6 g) and granulated potassium hydroxide (430 mg), and the mixture was stirred at 115° C. (bath temperature). To the mixture were added granulated potassium hydroxide (80 mg), 30 minutes later; 1 hour later; 1.5 hours later; respectively. The reaction solution was stirred at the same temperature for 1 hour and coo... The reactants are [BH3-]C#N, CCCCCCN(CC(C)=O)S(=O)(=O)c1cccc2cnccc12, CC(=O)[O-], CO, ClC(Cl)Cl, [NH4+], [Na+], [Na+], [OH-]. Product: CCCCCCN(CC(C)N)S(=O)(=O)c1cccc2cnccc12. As a reaction SMILES: [C:30](#[N:31])[BH3-:32].[CH2:1]([C:2](=[O:3])[CH3:4])[N:5]([S:6](=[O:7])(=[O:8])[c:9]1[c:10]2[cH:11][cH:12][n:13][cH:14][c:15]2[cH:16][cH:17][cH:18]1)[CH2:19][CH2:20][CH2:21][CH2:22][CH2:23][CH3:24].[CH3:26][C:27](=[O:28])[O-:29].[CH3:40][OH:41].[CH:36]([Cl:37])([Cl:38])[Cl:39].[NH4+:25].[Na+:33].[Na+:35].[OH-:34]>>[CH2:1]([CH:2]([CH3:4])[NH2:31])[N:5]([S:6](=[O:7])(=[O:8])[c:9]1[c:10]2[cH:11][cH:12][n:13][cH:14][c:15]2[cH:16][cH:17][cH:18]1)[CH2:19][CH2:20][CH2:21][CH2:22][CH2:23][CH3:24]. Reactants: C12C(OC(C=C1)C2)C(=O)OCCO (2-hydroxyethyl oxabicyclo[2,2,1]hept-5-ene-2-carboxylate), C12C(CC(C=C1)C2)C(=O)OC(C)(C)C (t-butyl 5-norbornene-2-carboxylate), C12C(CC(C=C1)C2)C(=O)O (5-norbornene-2-carboxylic acid), C1(\C=C/C(=O)O1)=O (maleic anhydride), 2,2-azobisisobutyonitrile. The solvent is O1CCCC1 (tetrahydrofuran). The product is C12C(OC(C=C1)C2)C(=O)OCCO.C12C(CC(C=C1)C2)C(=O)OC(C)(C)C.C12C(CC(C=C1)C2)C(=O)O.C1(\C=C/C(=O)O1)=O (2-hydroxyethyl oxabicyclo[2,2,1]hept-5-ene-2-carboxylate t-butyl 5-norbornene-2-carboxylate 5-norbornene-2-carboxylic acid maleic anhydride). Yield: 290.9%. RXN SMILES: [CH:1]12[CH2:7][CH:4]([CH:5]=[CH:6]1)[O:3][CH:2]2[C:8]([O:10][CH2:11][CH2:12][OH:13])=[O:9].[CH:14]12[CH2:20][CH:17]([CH:18]=[CH:19]1)[CH2:16][CH:15]2[C:21]([O:23][C:24]([CH3:27])([CH3:26])[CH3:25])=[O:22].[CH:28]12[CH2:34][CH:31]([CH:32]=[CH:33]1)[CH2:30][CH:29]2[C:35]([OH:37])=[O:36].[C:38]1(=[O:44])[O:43][C:41](=[O:42])[CH:40]=[CH:39]1>O1CCCC1>[CH:1]12[CH2:7][CH:4]([CH:5]=[CH:6]1)[O:3][CH:2]2[C:8]([O:10][CH2:11][CH2:12][OH:13])=[O:9].[CH:14]12[CH2:20][CH:17]([CH:18]=[CH:19]1)[CH2:16][CH:15]2[C:21]([O:23][C:24]([CH3:27])([CH3:26])[CH3:25])=[O:22].[CH:28]12[CH2:34][CH:31]([CH:32]=[CH:33]1)[CH2:30][CH:29]2[C:35]([OH:37])=[O:36].[C:41]1(=[O:42])[O:43][C:38](=[O:44])[CH:39]=[CH:40]1 |f:5.6.7.8|. Procedure details: 2-hydroxyethyl oxabicyclo[2,2,1]hept-5-ene-2-carboxylate (0.1 mol), t-butyl 5-norbornene-2-carboxylate (0.85 mol), 5-norbornene-2-carboxylic acid (0.05 mol) and maleic anhydride (1 mol) were dissolved in tetrahydrofuran solvent (200 g). Thereto, 2,2-azobisisobutyonitrile (5.84 g) was added, and the solution was mixed. The solution was polymerized at a temperature of 67° C. in a nitrogen atmosphere for 10 hours. After the polymerization reaction was completed, the polymer was precipitated in an e... Reactants: IC1=NNC2=CC=CC(=C12)[N+](=O)[O-] (3-iodo-4-nitro-1H-indazole), C(=O)([O-])[O-].[K+].[K+] (K2CO3), BrCC1=NC(=CC=C1)OC (2-(bromomethyl)-6-methoxypyridine). Run in CN(C)C=O (DMF). Conditions: time 4 hour. Product: IC1=NN(C2=CC=CC(=C12)[N+](=O)[O-])CC1=NC(=CC=C1)OC (3-iodo-1-((6-methoxypyridin-2-yl)methyl)-4-nitro-1H-indazole). Yield: 80.0%. Reaction SMILES: [I:1][C:2]1[C:10]2[C:5](=[CH:6][CH:7]=[CH:8][C:9]=2[N+:11]([O-:13])=[O:12])[NH:4][N:3]=1.C([O-])([O-])=O.[K+].[K+].Br[CH2:21][C:22]1[CH:27]=[CH:26][CH:25]=[C:24]([O:28][CH3:29])[N:23]=1>CN(C=O)C>[I:1][C:2]1[C:10]2[C:5](=[CH:6][CH:7]=[CH:8][C:9]=2[N+:11]([O-:13])=[O:12])[N:4]([CH2:21][C:22]2[CH:27]=[CH:26][CH:25]=[C:24]([O:28][CH3:29])[N:23]=2)[N:3]=1 |f:1.2.3|. Procedure details: To 3-iodo-4-nitro-1H-indazole (5.01 g, 17.3 mmol) in DMF (40 mL) was added K2CO3 (4.79 g, 34.7 mmol) and 2-(bromomethyl)-6-methoxypyridine (4.20 g, 20.8 mmol). The reaction mixture was stirred for 4 hours. The reaction mixture was concentrated to remove DMF, diluted with EtOAc and washed with H2O and brine. The organic phase was dried (Na2SO4) and concentrated. Silica gel chromatography (EtOAc/Hexane 1:5) gave the desired product (5.68 g). Reactants: C(C1=CC=CC=C1)OC1=C(C=C2C(=CN=NC2=C1)O)OC (7-benzyloxy-4-hydroxy-6-methoxycinnoline), S(=O)(Cl)Cl (thionyl chloride), CN(C)C=O (DMF). The product is Cl.C(C1=CC=CC=C1)OC1=C(C=C2C(=CN=NC2=C1)Cl)OC (7-benzyloxy-4-chloro-6-methoxycinnoline hydrochloride). As a reaction SMILES: [CH2:1]([O:8][C:9]1[CH:18]=[C:17]2[C:12]([C:13](O)=[CH:14][N:15]=[N:16]2)=[CH:11][C:10]=1[O:20][CH3:21])[C:2]1[CH:7]=[CH:6][CH:5]=[CH:4][CH:3]=1.CN(C=O)C.S(Cl)([Cl:29])=O>>[ClH:29].[CH2:1]([O:8][C:9]1[CH:18]=[C:17]2[C:12]([C:13]([Cl:29])=[CH:14][N:15]=[N:16]2)=[CH:11][C:10]=1[O:20][CH3:21])[C:2]1[CH:7]=[CH:6][CH:5]=[CH:4][CH:3]=1 |f:3.4|. Reported procedure: The starting material, 7-benzyloxy-4-chloro-6-methoxycinnoline hydrochloride, was obtained by heating a solution of 7-benzyloxy-4-hydroxy-6-methoxycinnoline (11 g, 39 mmol) in thionyl chloride (180 ml) containing DMF (1 ml) at reflux for 1 hour. After cooling, excess thionyl chloride was removed by evaporation and azeotroped with toluene. The residue was triturated with ether, filtered off, washed with ether and dried under vacuum to give 7-benzyloxy-4-chloro-6-methoxycinnoline hydrochloride as ...